describe an organic reaction: reactants, conditions, products, and yield From a dataset of the Open Reaction Database (ORD), a public repository of structured organic reaction records. Reactants: ClC1=CC(=NC2=CC=CC=C12)C1=CC=C(C=C1)C (4-chloro-2-(4-methylphenyl)quinoline), N1CCC(C(=O)N)CC1 (isonipecotamide). Yields the product CC1=CC=C(C=C1)C1=NC2=CC=CC=C2C(=C1)N1CCC(CC1)C(=O)N (1-[2-(4-methylphenyl)-4-quinolinyl]-4-piperidinecarboxamide). Reaction SMILES: Cl[C:2]1[C:11]2[C:6](=[CH:7][CH:8]=[CH:9][CH:10]=2)[N:5]=[C:4]([C:12]2[CH:17]=[CH:16][C:15]([CH3:18])=[CH:14][CH:13]=2)[CH:3]=1.[NH:19]1[CH2:27][CH2:26][CH:22]([C:23]([NH2:25])=[O:24])[CH2:21][CH2:20]1>>[CH3:18][C:15]1[CH:16]=[CH:17][C:12]([C:4]2[CH:3]=[C:2]([N:19]3[CH2:27][CH2:26][CH:22]([C:23]([NH2:25])=[O:24])[CH2:21][CH2:20]3)[C:11]3[C:6](=[CH:7][CH:8]=[CH:9][CH:10]=3)[N:5]=2)=[CH:13][CH:14]=1. Procedure details: In a manner analogous to that of Example 1(b), but using 4-chloro-2-(4-methylphenyl)quinoline and isonipecotamide as starting materials, the named product was produced, mp. 230°-232° on recrystallization from acetonitrile. The reactants are CC(=O)O[BH-](OC(C)=O)OC(C)=O, CNCCN(C)C, COc1cc(OC)c(Cl)c(-c2ccc(C(=O)Nc3nc(C=O)c[nH]3)c3nccnc23)c1Cl, ClCCl, ClCCl, [Na+], O. Product: COc1cc(OC)c(Cl)c(-c2ccc(C(=O)Nc3nc(CN(C)CCN(C)C)c[nH]3)c3nccnc23)c1Cl. Reaction SMILES: [C:1]([O:2][BH-:3]([O:4][C:5](=[O:6])[CH3:7])[O:8][C:9](=[O:10])[CH3:11])(=[O:12])[CH3:13].[CH3:47][N:48]([CH2:49][CH2:50][NH:51][CH3:52])[CH3:53].[CH:15](=[O:16])[c:17]1[n:18][c:19]([NH:22][C:23](=[O:24])[c:25]2[c:26]3[n:27][cH:28][cH:29][n:30][c:31]3[c:32](-[c:35]3[c:36]([Cl:46])[c:37]([O:44][CH3:45])[cH:38][c:39]([O:42][CH3:43])[c:40]3[Cl:41])[cH:33][cH:34]2)[nH:20][cH:21]1.[Cl:54][CH2:55][Cl:56].[Cl:57][CH2:58][Cl:59].[Na+:14].[OH2:60]>>[CH2:15]([c:17]1[n:18][c:19]([NH:22][C:23](=[O:24])[c:25]2[c:26]3[n:27][cH:28][cH:29][n:30][c:31]3[c:32](-[c:35]3[c:36]([Cl:46])[c:37]([O:44][CH3:45])[cH:38][c:39]([O:42][CH3:43])[c:40]3[Cl:41])[cH:33][cH:34]2)[nH:20][cH:21]1)[N:51]([CH2:50][CH2:49][N:48]([CH3:47])[CH3:53])[CH3:52]. The reactants are CC(C)(C)O, Cc1ccccc1, N#CC(=NOC(=O)Cl)c1cccc2ccccc12, c1ccncc1. The product is CC(C)(C)OC(=O)ON=C(C#N)c1cccc2ccccc12. RXN SMILES: [C:1]([CH3:2])([CH3:3])([CH3:4])[OH:5].[CH3:30][c:31]1[cH:32][cH:33][cH:34][cH:35][cH:36]1.[Cl:12][C:13](=[O:14])[O:15][N:16]=[C:17]([C:18]#[N:19])[c:20]1[cH:21][cH:22][cH:23][c:24]2[cH:25][cH:26][cH:27][cH:28][c:29]12.[cH:6]1[cH:7][cH:8][n:9][cH:10][cH:11]1>>[C:1]([CH3:2])([CH3:3])([CH3:4])[O:5][C:13](=[O:14])[O:15][N:16]=[C:17]([C:18]#[N:19])[c:20]1[cH:21][cH:22][cH:23][c:24]2[cH:25][cH:26][cH:27][cH:28][c:29]12. The reactants are BrC=1C=C(C=CC1F)C=1N=C(N=NC1)SC (5-(3-bromo-4-fluorophenyl)-3-methylsulfanyl-[1,2,4]triazine), FC=1C(=NC=C(C1)F)[Sn](CCCC)(CCCC)CCCC (3,5-difluoro-2-tributylstannylpyridine). Yields the product FC=1C(=NC=C(C1)F)C=1N=NC=C(N1)C1=CC(=C(C=C1)F)C1=NC=C(C=C1F)F (3-(3,5-difluoropyridin-2-yl)-5-[3-(3,5-difluoropyridin-2-yl)-4-fluorophenyl]-[1,2,4]triazine). Reaction SMILES: Br[C:2]1[CH:3]=[C:4]([C:9]2[N:10]=[C:11](SC)[N:12]=[N:13][CH:14]=2)[CH:5]=[CH:6][C:7]=1[F:8].[F:17][C:18]1[C:19]([Sn](CCCC)(CCCC)CCCC)=[N:20][CH:21]=[C:22]([F:24])[CH:23]=1>>[F:17][C:18]1[C:19]([C:11]2[N:12]=[N:13][CH:14]=[C:9]([C:4]3[CH:5]=[CH:6][C:7]([F:8])=[C:2]([C:21]4[C:22]([F:24])=[CH:23][C:18]([F:17])=[CH:19][N:20]=4)[CH:3]=3)[N:10]=2)=[N:20][CH:21]=[C:22]([F:24])[CH:23]=1. Procedure details: A solution of 5-(3-bromo-4-fluorophenyl)-3-methylsulfanyl-[1,2,4]triazine and 3,5-difluoro-2-tributylstannylpyridine were coupled together by the method of Example 36 to give 3-(3,5-difluoropyridin-2-yl)-5-[3-(3,5-difluoropyridin-2-yl)-4-fluorophenyl]-[1,2,4]triazine: δH (500 MHz, CDCl3) 7.38-7.46 (3H, m), 8.44-8.48 (1H, m), 8.50 (1H, dd, J 2.3, 6.7 Hz), 8.52 (1H, d, J 2.3 Hz), 8.63 (1H, s), 9.77 (1H, s); m/z (ES+) 402. RXN SMILES: [F:41][c:42]1[c:43]([C:44]#[N:45])[cH:46][cH:47][c:48]([OH:50])[cH:49]1.[O:1]=[C:2]([O:3][CH:4]([CH3:5])[CH3:6])[N:7]=[N:8][C:9]([O:10][CH:11]([CH3:12])[CH3:13])=[O:14].[O:51]1[CH2:52][CH2:53][CH2:54][CH2:55]1.[c:15]1([P:16]([c:17]2[cH:18][cH:19][cH:20][cH:21][cH:22]2)[c:23]2[cH:24][cH:25][cH:26][cH:27][cH:28]2)[cH:29][cH:30][cH:31][cH:32][cH:33]1.[s:34]1[n:35][cH:36][c:37]([CH2:39][OH:40])[cH:38]1>>[s:34]1[n:35][cH:36][c:37]([CH2:39][O:40][c:48]2[cH:47][cH:46][c:43]([C:44]#[N:45])[c:42]([F:41])[cH:49]2)[cH:38]1. Product: N#Cc1ccc(OCc2cnsc2)cc1F. Starting materials: N#Cc1ccc(O)cc1F, CC(C)OC(=O)N=NC(=O)OC(C)C, C1CCOC1, c1ccc(P(c2ccccc2)c2ccccc2)cc1, OCc1cnsc1. Starting materials: M-indole, C1=CC=CC2=NC=C3C=CC=CC3=C12 (phenanthridine), CN1N=C(C=C1C(=O)Cl)C (1,3-dimethylpyrazole-5-carbonyl chloride), N1C=CC2=CC=CC=C12 (indole). The product is CN1N=C(C=C1C(=O)N1C=2C=CC=CC2C2=CC=CC=C2C1C1=CNC2=CC=CC=C12)C ((2,5-Dimethyl-2H-pyrazol-3-yl)-[6-(1H-indol-3-yl)-6H-phenanthridin-5-yl]-methanone). Reaction SMILES: [CH:1]1[C:14]2[C:5](=[N:6][CH:7]=[C:8]3[C:13]=2[CH:12]=[CH:11][CH:10]=[CH:9]3)[CH:4]=[CH:3][CH:2]=1.[CH3:15][N:16]1[C:20]([C:21](Cl)=[O:22])=[CH:19][C:18]([CH3:24])=[N:17]1.[NH:25]1[C:33]2[C:28](=[CH:29][CH:30]=[CH:31][CH:32]=2)[CH:27]=[CH:26]1>>[CH3:15][N:16]1[C:20]([C:21]([N:6]2[CH:7]([C:27]3[C:28]4[C:33](=[CH:32][CH:31]=[CH:30][CH:29]=4)[NH:25][CH:26]=3)[C:8]3[C:13](=[CH:12][CH:11]=[CH:10][CH:9]=3)[C:14]3[CH:1]=[CH:2][CH:3]=[CH:4][C:5]2=3)=[O:22])=[CH:19][C:18]([CH3:24])=[N:17]1. Procedure: (2,5-Dimethyl-2H-pyrazol-3-yl)-[6-(1H-indol-3-yl)-6H-phenanthridin-5-yl]-methanone was prepared from phenanthridine, 1,3-dimethylpyrazole-5-carbonyl chloride, and indole according to GP 2. Yield, 7%. 1H-NMR (DMSO-d6): δ=1.97 (s, 3H), 3.77 (s, 3H), 5.56 (s, 1H), 6.20 (s, 1H), 6.63 (s, br., 1H), 6.95 (t, J=7.5 Hz, 1H), 6.99-7.10 (m, 2H), 7.14-7.30 (m, 3H), 7.42 (t, J≈7.2 Hz, 1H), 7.49-7.58 (m, 2H), 7.83 (d, J=6.7 Hz, 1H), 7.98 (d, J=7.6 Hz, 1H), 8.09 (d, J=7.6 Hz, 1H), 10.72 (s, 1H); (+)-ESI-MS: m... Conditions: time 18 hour. RXN SMILES: [C:1]([O:5][C:6](=[O:19])[N:7]([CH2:15][CH2:16][CH2:17][OH:18])[C@H:8]1[CH2:13][CH2:12][C@H:11]([CH3:14])[CH2:10][CH2:9]1)([CH3:4])([CH3:3])[CH3:2].[C:20]1(O)[CH:25]=[CH:24][CH:23]=[CH:22][CH:21]=1.CCOC(/N=N/C(OCC)=O)=O.C1(P(C2C=CC=CC=2)C2C=CC=CC=2)C=CC=CC=1>C1COCC1>[C:1]([O:5][C:6](=[O:19])[N:7]([CH:8]1[CH2:9][CH2:10][CH:11]([CH3:14])[CH2:12][CH2:13]1)[CH2:15][CH2:16][CH2:17][O:18][C:20]1[CH:25]=[CH:24][CH:23]=[CH:22][CH:21]=1)([CH3:2])([CH3:3])[CH3:4]. Run in C1CCOC1 (THF). Isolated yield 51.5%. Starting materials: C(C)(C)(C)OC(N([C@@H]1CC[C@H](CC1)C)CCCO)=O ((3-Hydroxy-propyl)-(trans-4-methyl-cyclohexyl)-carbamic acid tert-butyl ester), C1(=CC=CC=C1)O (phenol), CCOC(=O)/N=N/C(=O)OCC (DEAD), C1(=CC=CC=C1)P(C1=CC=CC=C1)C1=CC=CC=C1 (triphenyl phosphine). The product is C(C)(C)(C)OC(N(CCCOC1=CC=CC=C1)C1CCC(CC1)C)=O ((4-methyl-cyclohexyl)-(3-phenoxy-propyl)-carbamic acid tert-butyl ester). Procedure: (3-Hydroxy-propyl)-(trans-4-methyl-cyclohexyl)-carbamic acid tert-butyl ester (1.5 g, 5.53 mmol) and phenol (0.52 g, 5.53 mmol) in dry THF (15 mL) was added DEAD (1.06 g, 6.08 mmol) and resin bound triphenyl phosphine (polystyrene, 2% cross linking, loading=3 mmol/g, 2.76 g). The reaction mixture was gently stirred for 18 h before the resin was filtered off and washed with THF (2×15 mL). The fitrate was concentrated in vacuo and the resulting residue was purified (SiO2, 0-20% EtOAc in heptane) t... The reactants are CC1=CC=C(C=C1)S(=O)(=O)OCC1OC2=C(C1)C=CC(=C2C2=C(C=CC=C2)Cl)F ((±)-[6-fluoro-7-(2-chlorophenyl)-2,3-dihydro-1-benzofuran-2-yl]methyl 4-methylbenzenesulfonate), [N-]=[N+]=[N-].[Na+] (sodium azide), Intermediate 98. Reported procedure: Treatment of 1-bromo-2-chlorobenzene (5.63 g, 29.4 mmol) with (2-fluoro-6-methyoxyphenyl)boronic acid (5.0 g, 29.42 mol) generally according to the procedure described for Intermediate 37 afforded 2.0 g (29%) of 6-fluoro-2′-chlorobiphenyl-2-yl methyl ether. Treatment of 6-fluoro-2′-chlorobiphenyl-2-yl methyl ether with hydrogen bromide (50 mL, 30 wt. % in acetic acid) generally according to the procedure described for Example 395 afforded a brown oil. The oil was reacted with sodium hydride (0.3... Product: N(=[N+]=[N-])CC1OC2=C(C1)C=CC(=C2C2=C(C=CC=C2)Cl)F ((±)-2-(azidomethyl)-7-(2-chlorophenyl)-6-fluoro-2,3-dihydro-1-benzofuran). As a reaction SMILES: CC1C=CC(S(O[CH2:12][CH:13]2[CH2:17][C:16]3[CH:18]=[CH:19][C:20]([F:29])=[C:21]([C:22]4[CH:27]=[CH:26][CH:25]=[CH:24][C:23]=4[Cl:28])[C:15]=3[O:14]2)(=O)=O)=CC=1.[N-:30]=[N+:31]=[N-:32].[Na+]>>[N:30]([CH2:12][CH:13]1[CH2:17][C:16]2[CH:18]=[CH:19][C:20]([F:29])=[C:21]([C:22]3[CH:27]=[CH:26][CH:25]=[CH:24][C:23]=3[Cl:28])[C:15]=2[O:14]1)=[N+:31]=[N-:32] |f:1.2|. Yield: 99.0%.